This data is from the Open Reaction Database (ORD), a public repository of structured organic reaction records. The task is: describe an organic reaction: reactants, conditions, products, and yield Product: Nc1cc(C(F)(F)F)ccc1N1Cc2ccccc2C1. Starting materials: O=C([O-])O, CO, Cl, O=[N+]([O-])c1cc(C(F)(F)F)ccc1N1Cc2ccccc2C1, [Na+], Cl[Sn]Cl. As a reaction SMILES: [C:27](=[O:28])([OH:29])[O-:30].[CH3:32][OH:33].[ClH:1].[N+:5]([O-:6])(=[O:7])[c:8]1[c:9]([N:18]2[CH2:19][c:20]3[cH:21][cH:22][cH:23][cH:24][c:25]3[CH2:26]2)[cH:10][cH:11][c:12]([C:14]([F:15])([F:16])[F:17])[cH:13]1.[Na+:31].[Sn:2]([Cl:3])[Cl:4]>>[NH2:5][c:8]1[c:9]([N:18]2[CH2:19][c:20]3[cH:21][cH:22][cH:23][cH:24][c:25]3[CH2:26]2)[cH:10][cH:11][c:12]([C:14]([F:15])([F:16])[F:17])[cH:13]1.